From a dataset of the Open Reaction Database (ORD), a public repository of structured organic reaction records. describe an organic reaction: reactants, conditions, products, and yield Starting materials: CCO, [Cl-], [Fe], [NH4+], CCOC(=O)c1ccc([N+](=O)[O-])cc1N1CCOCC1, O. The product is CCOC(=O)c1ccc(N)cc1N1CCOCC1. RXN SMILES: [CH2:25]([OH:26])[CH3:27].[Cl-:21].[Fe:23].[NH4+:22].[O:1]1[CH2:2][CH2:3][N:4]([c:7]2[c:8]([C:9](=[O:10])[O:11][CH2:12][CH3:13])[cH:14][cH:15][c:16]([N+:18]([O-:19])=[O:20])[cH:17]2)[CH2:5][CH2:6]1.[OH2:24]>>[O:1]1[CH2:2][CH2:3][N:4]([c:7]2[c:8]([C:9](=[O:10])[O:11][CH2:12][CH3:13])[cH:14][cH:15][c:16]([NH2:18])[cH:17]2)[CH2:5][CH2:6]1. Starting materials: C(C)#N.O (acetonitrile water), Cl (Hydrochloric acid), aqueous solution, ClC1=C(C=C2C=CN=C(C2=C1)OC)OC1CCC(CC1)C(C)(C1=CC=C(C=C1)OC)N (1-[4-(7-chloro-1-methoxyisoquinolin-6-yloxy)-cyclohexyl]-1-(4-methoxyphenyl)-ethylamine). Run in C(C)(C)O (isopropanol). Run at temperature 100 celsius. The product is NC(C)(C1=CC=C(C=C1)OC)C1CCC(CC1)OC=1C=C2C=CNC(C2=CC1Cl)=O (6-{4-[1-Amino-1-(4-methoxy-phenyl)-ethyl]-cyclohexyloxy}-7-chloro-2H-isoquinolin-1-one). Isolated yield 97.0%. As a reaction SMILES: Cl.[Cl:2][C:3]1[CH:12]=[C:11]2[C:6]([CH:7]=[CH:8][N:9]=[C:10]2[O:13]C)=[CH:5][C:4]=1[O:15][CH:16]1[CH2:21][CH2:20][CH:19]([C:22]([NH2:32])([C:24]2[CH:29]=[CH:28][C:27]([O:30][CH3:31])=[CH:26][CH:25]=2)[CH3:23])[CH2:18][CH2:17]1.C(#N)C.O>C(O)(C)C>[NH2:32][C:22]([CH:19]1[CH2:18][CH2:17][CH:16]([O:15][C:4]2[CH:5]=[C:6]3[C:11](=[CH:12][C:3]=2[Cl:2])[C:10](=[O:13])[NH:9][CH:8]=[CH:7]3)[CH2:21][CH2:20]1)([C:24]1[CH:25]=[CH:26][C:27]([O:30][CH3:31])=[CH:28][CH:29]=1)[CH3:23] |f:2.3|. Reported procedure: Hydrochloric acid (0.4 mL of a 1M aqueous solution) was added to a solution of 1-[4-(7-chloro-1-methoxyisoquinolin-6-yloxy)-cyclohexyl]-1-(4-methoxyphenyl)-ethylamine (109, 30 mg, 0.07 mmol) in isopropanol (0.4 mL). The reaction mixture was heated in a microwave oven at 100° C. for 30 minutes. Isopropanol was removed under reduced pressure and the remaining aqueous solution freeze dried to give crude product as an amorphous powder. This was treated twice with acetonitrile/water and freeze dried ... The reactants are S1N=C(C=N1)N (1,2,5-thiadiazol-3-amine), COC1=C(C=CC(=C1)C(F)(F)F)C1=NC=CC2=CC(=CC=C12)S(=O)(=O)OC1=C(C(=C(C(=C1F)F)F)F)F (perfluorophenyl 1-(2-methoxy-4-(trifluoromethyl)phenyl)isoquinoline-6-sulfonate), C[Si](C)(C)[N-][Si](C)(C)C.[Li+] (lithium bis(trimethylsilyl)amide). The solvent is C1CCOC1 (THF). Conditions: temperature 0 celsius, time 30 minute. Yields the product COC1=C(C=CC(=C1)C(F)(F)F)C1=NC=CC2=CC(=CC=C12)S(=O)(=O)NC1=NSN=C1 (1-(2-methoxy-4-(trifluoromethyl)phenyl)-N-(1,2,5-thiadiazol-3-yl)isoquinoline-6-sulfonamide). Reaction SMILES: [S:1]1[N:5]=[CH:4][C:3]([NH2:6])=[N:2]1.[CH3:7][O:8][C:9]1[CH:14]=[C:13]([C:15]([F:18])([F:17])[F:16])[CH:12]=[CH:11][C:10]=1[C:19]1[C:28]2[C:23](=[CH:24][C:25]([S:29](OC3C(F)=C(F)C(F)=C(F)C=3F)(=[O:31])=[O:30])=[CH:26][CH:27]=2)[CH:22]=[CH:21][N:20]=1.C[Si]([N-][Si](C)(C)C)(C)C.[Li+]>C1COCC1>[CH3:7][O:8][C:9]1[CH:14]=[C:13]([C:15]([F:16])([F:17])[F:18])[CH:12]=[CH:11][C:10]=1[C:19]1[C:28]2[C:23](=[CH:24][C:25]([S:29]([NH:6][C:3]3[CH:4]=[N:5][S:1][N:2]=3)(=[O:31])=[O:30])=[CH:26][CH:27]=2)[CH:22]=[CH:21][N:20]=1 |f:2.3|. Procedure details: 1,2,5-thiadiazol-3-amine (28 mg, 0.273 mmol) (Aquila Pharmtech) and perfluorophenyl 1-(2-methoxy-4-(trifluoromethyl)phenyl)isoquinoline-6-sulfonate (Intermediate LLL; 100 mg, 0.182 mmol) were dissolved in THF (1 mL) in a round bottom flask and cooled to 0° C., then lithium bis(trimethylsilyl)amide (1 M in THF, 364 μl, 0.364 mmol) was added and the reaction was stirred for 30 min. The reaction was quenched with saturated ammonium chloride and extracted with EtOAc (3×). The combined organic extrac...